This data is from the Open Reaction Database (ORD), a public repository of structured organic reaction records. The task is: describe an organic reaction: reactants, conditions, products, and yield The reactants are FC1=CC=C(C=C1)NC(=O)C=1C=NC(=NC1)OCC(NCOC)=O (2-[(Methoxymethylcarbamoyl)methoxy]-pyrimidine-5-carboxylic acid (4-fluorophenyl)amide), C(C)[Mg]Br (Ethyl magnesium bromide), Grignard reagent. Solvent: C1CCOC1 (THF). Conditions: temperature 0 celsius, time 1 hour. Product: FC1=CC=C(C=C1)NC(=O)C=1C=NC(=NC1)OCC(CC)=O (2-(2-Oxobutoxy)pyrimidine-5-carboxylic acid (4-fluorophenyl)amide). The yield is 14.7%. As a reaction SMILES: [F:1][C:2]1[CH:7]=[CH:6][C:5]([NH:8][C:9]([C:11]2[CH:12]=[N:13][C:14]([O:17][CH2:18][C:19](=[O:24])NCOC)=[N:15][CH:16]=2)=[O:10])=[CH:4][CH:3]=1.[CH2:25]([Mg]Br)[CH3:26]>C1COCC1>[F:1][C:2]1[CH:3]=[CH:4][C:5]([NH:8][C:9]([C:11]2[CH:16]=[N:15][C:14]([O:17][CH2:18][C:19](=[O:24])[CH2:25][CH3:26])=[N:13][CH:12]=2)=[O:10])=[CH:6][CH:7]=1. Procedure details: 2-[(Methoxymethylcarbamoyl)methoxy]pyrimidine-5-carboxylic acid (4-fluorophenyl)amide (prepared as in Example 4, 60 mg, 0.18 mmol) was suspended in 1.8 mL THF and cooled to 0° C. Ethyl magnesium bromide (1 M in THF, 0.45 mL, 0.45 mmol) was added dropwise while maintaining internal reaction temperature between 0° C. and 5° C. The reaction mixture was warmed to ambient temperature and held for 1 h. The reaction mixture was cooled back to 0° C. and a second addition (0.45 mL, 0.45 mmol) of Grignard... The reactants are FC1=C(C(=O)O)C=CC(=C1)F (2,4-difluorobenzoic acid), C(C(=O)Cl)(=O)Cl (oxalyl chloride), CN(C)C=O (DMF). Run in C(Cl)Cl (DCM). Run at time 8 hour. Yields the product FC1=C(C(=O)Cl)C=CC(=C1)F (2,4-difluorobenzoyl Chloride). RXN SMILES: [F:1][C:2]1[CH:10]=[C:9]([F:11])[CH:8]=[CH:7][C:3]=1[C:4](O)=[O:5].C(Cl)(=O)C([Cl:15])=O.CN(C=O)C>C(Cl)Cl>[F:1][C:2]1[CH:10]=[C:9]([F:11])[CH:8]=[CH:7][C:3]=1[C:4]([Cl:15])=[O:5]. Reported procedure: To a solution of 2,4-difluorobenzoic acid (0.100 g, 0.633 mmol) in DCM (3.16 ml) were added oxalyl chloride (0.066 ml, 0.759 mmol) and DMF (0.490 μl, 6.33 μmol) at 0° C. The reaction mixture was stirred for overnight at room temperature. The reaction mixture was concentrated in vacuo, which was used for the next step without further purification. 1H-NMR (CDCl3, Varian 400 MHz) δ 6.92-9.98 (1H, m), 7.01-7.06 (1H, m), 8.16-8.22 (1H, m). Starting materials: C(C=1C(O)=CC=CC1)(=O)O (salicylic acid), O.[OH-].[Li+] (lithium hydroxide monohydrate), O (water). The solvent is CC(C)O (2-propanol). Product: C(C=1C(O)=CC=CC1)(=O)[O-].[Li+] (Lithium Salicylate). Yield: 70.3%. Reaction SMILES: [C:1]([OH:10])(=[O:9])[C:2]1[C:3](=[CH:5][CH:6]=[CH:7][CH:8]=1)[OH:4].O.[OH-].[Li+:13].O>CC(O)C>[C:1]([O-:10])(=[O:9])[C:2]1[C:3](=[CH:5][CH:6]=[CH:7][CH:8]=1)[OH:4].[Li+:13] |f:1.2.3,6.7|. Procedure details: To a flask were added 10.0 g salicylic acid, 2.9 g lithium hydroxide monohydrate, 20 ml of water and 100 ml 2-propanol. The mixture was heated to 50 C for 1.5 hours and then cooled and the solvent was removed under reduced pressure. The product was slurried in 25 ml diethyl ether, filtered and washed with diethyl ether. After drying, 7.0 g of a white solid was obtained. The reactants are CCNC(=O)NN(C)CC(=O)O, CCOC(OCC)C(C)N(Cc1cccc2ccccc12)C(=O)C(C)N. The product is CCNC(=O)NN(C)CC(=O)NC(C)C(=O)N(Cc1cccc2ccccc12)C(C)C(OCC)OCC. RXN SMILES: [CH2:1]([CH3:2])[NH:3][C:4](=[O:5])[NH:6][N:7]([CH3:8])[CH2:9][C:10](=[O:11])[OH:12].[NH2:13][CH:14]([C:15](=[O:16])[N:17]([CH2:18][c:19]1[cH:20][cH:21][cH:22][c:23]2[cH:24][cH:25][cH:26][cH:27][c:28]12)[CH:29]([CH:30]([O:31][CH2:32][CH3:33])[O:34][CH2:35][CH3:36])[CH3:37])[CH3:38]>>[CH2:1]([CH3:2])[NH:3][C:4](=[O:5])[NH:6][N:7]([CH3:8])[CH2:9][C:10](=[O:12])[NH:13][CH:14]([C:15](=[O:16])[N:17]([CH2:18][c:19]1[cH:20][cH:21][cH:22][c:23]2[cH:24][cH:25][cH:26][cH:27][c:28]12)[CH:29]([CH:30]([O:31][CH2:32][CH3:33])[O:34][CH2:35][CH3:36])[CH3:37])[CH3:38]. The reactants are FC(S(=O)(=O)OC=1N=C2C(=CNC2=CC1)C1CCN(CC1)C)(F)F (O-Trifluoromethanesulfonyl-3-(1-methylpiperidin-4-yl)-5-hydroxy-4-aza-1H-indole), FC1=CC=C(C=C1)B(O)O (4-fluorophenylboronic acid), C([O-])(O)=O.[Na+] (sodium bicarbonate), O1CCCC1 (tetrahydrofuran). The reagents and catalysts are C=1C=CC(=CC1)[P](C=2C=CC=CC2)(C=3C=CC=CC3)[Pd]([P](C=4C=CC=CC4)(C=5C=CC=CC5)C=6C=CC=CC6)([P](C=7C=CC=CC7)(C=8C=CC=CC8)C=9C=CC=CC9)[P](C=1C=CC=CC1)(C=1C=CC=CC1)C=1C=CC=CC1 (tetrakis(triphenylphosphine)palladium(0)). Solvent: C(Cl)(Cl)Cl (chloroform). Conditions: temperature 75 celsius, time 18 hour. The product is FC1=CC=C(C=C1)C=1N=C2C(=CNC2=CC1)C1CCN(CC1)C (5-(4-Fluorophenyl)-3-(1-Methylpiperidin-4-yl)-4-Aza-1H-Indole). The yield is 69.0%. RXN SMILES: FC(F)(F)S(O[C:7]1[N:8]=[C:9]2[C:13](=[CH:14][CH:15]=1)[NH:12][CH:11]=[C:10]2[CH:16]1[CH2:21][CH2:20][N:19]([CH3:22])[CH2:18][CH2:17]1)(=O)=O.[F:25][C:26]1[CH:31]=[CH:30][C:29](B(O)O)=[CH:28][CH:27]=1.C(=O)(O)[O-].[Na+].O1CCCC1>C1C=CC([P]([Pd]([P](C2C=CC=CC=2)(C2C=CC=CC=2)C2C=CC=CC=2)([P](C2C=CC=CC=2)(C2C=CC=CC=2)C2C=CC=CC=2)[P](C2C=CC=CC=2)(C2C=CC=CC=2)C2C=CC=CC=2)(C2C=CC=CC=2)C2C=CC=CC=2)=CC=1.C(Cl)(Cl)Cl>[F:25][C:26]1[CH:31]=[CH:30][C:29]([C:7]2[N:8]=[C:9]3[C:13](=[CH:14][CH:15]=2)[NH:12][CH:11]=[C:10]3[CH:16]2[CH2:17][CH2:18][N:19]([CH3:22])[CH2:20][CH2:21]2)=[CH:28][CH:27]=1 |f:2.3,^1:48,50,69,88|. Procedure: O-Trifluoromethanesulfonyl-3-(1-methylpiperidin-4-yl)-5-hydroxy-4-aza-1H-indole (150 mg, 0.412 mmol), 4-fluorophenylboronic acid (87 mg, 0.619 mmol), tetrakis(triphenylphosphine)palladium(0) (48 mg, 0.041 mmol), 4 mL of 2M aqueous sodium bicarbonate, and 30 mL of tetrahydrofuran were placed in a round bottom flask. The mixture was heated to reflux (about 75° C.) and allowed to stir for about 18 hours. The reaction was poured into 3:1 chloroform:isopropyl alcohol, extracted three times each with ...